From a dataset of the Open Reaction Database (ORD), a public repository of structured organic reaction records. describe an organic reaction: reactants, conditions, products, and yield Starting materials: O=C1CC(C1)C(=O)O (3-oxocyclobutanecarboxylic acid), CO (MeOH), C1CCC(CC1)N=C=NC2CCCCC2 (DCC). Reagents/catalysts: CN(C)C=1C=CN=CC1 (DMAP). Solvent: C(Cl)Cl (DCM), C(Cl)Cl (DCM). Reaction conditions: time 8 hour. The product is O=C1CC(C1)C(=O)OC (methyl 3-oxocyclobutanecarboxylate). Isolated yield 118.7%. RXN SMILES: [CH2:1]1CCC(N=C=NC2CCCCC2)CC1.[O:16]=[C:17]1[CH2:20][CH:19]([C:21]([OH:23])=[O:22])[CH2:18]1.CO>C(Cl)Cl.CN(C1C=CN=CC=1)C>[O:16]=[C:17]1[CH2:20][CH:19]([C:21]([O:23][CH3:1])=[O:22])[CH2:18]1. Procedure details: To a solution of DCC (5.96 g, 28.95 mmol) in DCM (20 ml) was added dropwise a mixture of 3-oxocyclobutanecarboxylic acid (3.0 g, 26.31 mmol), MeOH (1.68 g, 52.62 mmol) and DMAP (2.57 g, 21.05 mmol) in DCM (30 ml). The reaction mixture was stirred at RT overnight. The mixture was filtrated. The filtrate was washed with 0.5 M HCl solution (50 ml). The organic layer was dried over Na2SO4 and concentrated. The residue was purified by SGC (PE:EA=5:1) to obtain the title compound (4.0 g). 1H N.R (500 ... The reactants are ClC1=CC(=NC=C1)C1(OCCO1)C (4-Chloro-2-(2-methyl-1,3-dioxolan-2-yl)pyridine), NCCN (1,2-diaminoethane). Conditions: temperature 180 celsius. Yields the product CC1(OCCO1)C1=NC=CC(=C1)NCCN (N-[2-(2-Methyl-1,3-dioxolan-2-yl)-4-pyridyl]ethane-1,2-diamine). Yield: 95.2%. As a reaction SMILES: Cl[C:2]1[CH:7]=[CH:6][N:5]=[C:4]([C:8]2([CH3:13])[O:12][CH2:11][CH2:10][O:9]2)[CH:3]=1.[NH2:14][CH2:15][CH2:16][NH2:17]>>[CH3:13][C:8]1([C:4]2[CH:3]=[C:2]([NH:14][CH2:15][CH2:16][NH2:17])[CH:7]=[CH:6][N:5]=2)[O:12][CH2:11][CH2:10][O:9]1. Procedure: 4-Chloro-2-(2-methyl-1,3-dioxolan-2-yl)pyridine (500 mg, 2.5 mmol) was mixed with 1,2-diaminoethane (1.09 ml, 26.2 mmol) and stirred in a closed vessel at 180° C. with microwave heating for 30 minutes in two batches. The mixture was evaporated to dryness, the solid residue was washed with acetone. The washing solution was evaporated to dryness and this solid residue was washed with acetonitrile. The solid residues were combined and dried under reduced pressure to yield 531 mg of a solid (2.38 mm...